From a dataset of the Open Reaction Database (ORD), a public repository of structured organic reaction records. describe an organic reaction: reactants, conditions, products, and yield The reactants are CI (Methyl iodide), C(C)SC=1C(=NSN1)C=1C=NC=CC1 (3-(4-ethylthio-1,2,5-thiadiazol-3-yl)pyridine). Reaction conditions: time 48 hour. Yields the product [I-].C(C)SC=1C(=NSN1)C=1C=[N+](C=CC1)C (3-(4-ethylthio-1,2,5-thiadiazol-3-yl)-1-methylpyridinium iodide). As a reaction SMILES: [CH3:1][I:2].[CH2:3]([S:5][C:6]1[C:7]([C:11]2[CH:12]=[N:13][CH:14]=[CH:15][CH:16]=2)=[N:8][S:9][N:10]=1)[CH3:4]>>[I-:2].[CH2:3]([S:5][C:6]1[C:7]([C:11]2[CH:12]=[N+:13]([CH3:1])[CH:14]=[CH:15][CH:16]=2)=[N:8][S:9][N:10]=1)[CH3:4] |f:2.3|. Procedure: Methyl iodide (0.5 ml, 7.5 mmol) was added to a solution of 3-(4-ethylthio-1,2,5-thiadiazol-3-yl)pyridine (3 mmol) and the reaction mixture was stirred at room temperature for 48 h and evaporated.